This data is from the Open Reaction Database (ORD), a public repository of structured organic reaction records. The task is: describe an organic reaction: reactants, conditions, products, and yield Reactants: ClC1=NC(=C(C2=C1C(N(C2)CC2=C(C=C(C=C2)OC)OC)=O)F)N[C@@H](C(=O)N)CC(C)C ((R)-2-(4-chloro-2-(2,4-dimethoxybenzyl)-7-fluoro-3-oxo-2,3-dihydro-1H-pyrrolo[3,4-c]pyridin-6-ylamino)-4-methylpentanamide), CN1N=CC(=C1)B1OC(C(O1)(C)C)(C)C (1-methyl-4-(4,4,5,5-tetramethyl-1,3,2-dioxaborolan-2-yl)-1H-pyrazole). Reagents/catalysts: Cl[Pd]([P](C1=CC=CC=C1)(C2=CC=CC=C2)C3=CC=CC=C3)([P](C4=CC=CC=C4)(C5=CC=CC=C5)C6=CC=CC=C6)Cl (bis(triphenylphosphine)palladium chloride). The solvent is O1CCOCC1 (dioxane), C(=O)([O-])[O-].[Na+].[Na+] (Na2CO3). The product is COC1=C(CN2C(C=3C(=NC(=C(C3C2)F)N[C@@H](C(=O)N)CC(C)C)C=2C=NN(C2)C)=O)C=CC(=C1)OC ((R)-2-(2-(2,4-dimethoxybenzyl)-7-fluoro-4-(1-methyl-1H-pyrazol-4-yl)-3-oxo-2,3-dihydro-1H-pyrrolo[3,4-c]pyridin-6-ylamino)-4-methylpentanamide). Yield: 43.8%. RXN SMILES: Cl[C:2]1[C:7]2[C:8](=[O:22])[N:9]([CH2:11][C:12]3[CH:17]=[CH:16][C:15]([O:18][CH3:19])=[CH:14][C:13]=3[O:20][CH3:21])[CH2:10][C:6]=2[C:5]([F:23])=[C:4]([NH:24][C@H:25]([CH2:29][CH:30]([CH3:32])[CH3:31])[C:26]([NH2:28])=[O:27])[N:3]=1.[CH3:33][N:34]1[CH:38]=[C:37](B2OC(C)(C)C(C)(C)O2)[CH:36]=[N:35]1>O1CCOCC1.C([O-])([O-])=O.[Na+].[Na+].Cl[Pd](Cl)([P](C1C=CC=CC=1)(C1C=CC=CC=1)C1C=CC=CC=1)[P](C1C=CC=CC=1)(C1C=CC=CC=1)C1C=CC=CC=1>[CH3:21][O:20][C:13]1[CH:14]=[C:15]([O:18][CH3:19])[CH:16]=[CH:17][C:12]=1[CH2:11][N:9]1[CH2:10][C:6]2[C:5]([F:23])=[C:4]([NH:24][C@H:25]([CH2:29][CH:30]([CH3:32])[CH3:31])[C:26]([NH2:28])=[O:27])[N:3]=[C:2]([C:37]3[CH:36]=[N:35][N:34]([CH3:33])[CH:38]=3)[C:7]=2[C:8]1=[O:22] |f:3.4.5,^1:62,81|. Procedure details: A solution of (R)-2-(4-chloro-2-(2,4-dimethoxybenzyl)-7-fluoro-3-oxo-2,3-dihydro-1H-pyrrolo[3,4-c]pyridin-6-ylamino)-4-methylpentanamide (83 mg, 0.179 mmol), 1-methyl-4-(4,4,5,5-tetramethyl-1,3,2-dioxaborolan-2-yl)-1H-pyrazole (111 mg, 0.536 mmol), and bis(triphenylphosphine)palladium chloride (12.53 mg, 0.018 mmol) in dioxane (2 mL) and saturated aq Na2CO3 (2 mL) was heated at 120° C. for 30 min. After filtering off the solid, the solvent was removed, and the residue was dissolved in MeOH and D... Product: NC1=C(C(=CC(=C1)Br)Br)O (2-amino-4,6-dibromo-phenol). Solvent: O (water). Reactants: [N+](=O)([O-])C1=C(C(=CC(=C1)Br)Br)O (2-nitro-4,6-dibromo-phenol), [O-]S(=O)(=S)[O-].[Na+].[Na+] (Na2S2O3), CO (methyl alcohol), [OH-].[Na+] (NaOH). Procedure: A mixture of 89 g. of 2-nitro-4,6-dibromo-phenol, 270 ml. of methyl alcohol, 50ml. of 30% NaOH aqueous solution and 2,400 ml. of demineralized water was heated up to 50°-55° C., obtaining a yellow solution. To this solution, 178 g. of Na2S2O3 were added in small portions, by keeping the temperature at 50° C. The reaction mixture was then stirred for 30 minutes by keeping the temperature at 65° C. and finally for 30 minutes at room temperature. By cooling, 44.2 g. of 2-amino-4,6-dibromo-phenol we... RXN SMILES: [N+:1]([C:4]1[CH:9]=[C:8]([Br:10])[CH:7]=[C:6]([Br:11])[C:5]=1[OH:12])([O-])=O.CO.[OH-].[Na+].[O-]S([O-])(=S)=O.[Na+].[Na+]>O>[NH2:1][C:4]1[CH:9]=[C:8]([Br:10])[CH:7]=[C:6]([Br:11])[C:5]=1[OH:12] |f:2.3,4.5.6|. Run at time 30 minute. Product: CC(C)(C)OC(=O)NC1CCC(CC1)CO (tert-butyl trans-(4-hydroxymethyl)cyclohexylcarbamate). Procedure details: Step 1. To a stirred solution of trans-4-aminocyclohexanecarboxylic acid methyl ester hydrochloride (1.0 g, 5.17 mmol) and triethylamine (2 ml) in CH2Cl2 (30 ml) was added Boc2O (1.20 g, 5.50 mmol). The resulting mixture was stirred at rt overnight. After removal of the solvent, the residue was washed with water (30 ml) and dried in vacuo to give trans-4-(tert-butoxycarbonylamino)cyclohexanecarboxylic acid methyl ester (1.10 g, 83%) as a colorless solid. mp 80-81° C.; 1H NMR (500 MHz, CDCl3) δ 1... Starting materials: COC(=O)[C@@H]1CC[C@H](CC1)NC(=O)OC(C)(C)C (trans-4-(tert-butoxycarbonylamino)cyclohexanecarboxylic acid methyl ester), [BH4-].[Li+] (lithium borohydride), C(C)[BH-](CC)CC.[Li+] (lithium triethylborohydride). The solvent is CCOCC (ether), C1CCOC1 (THF), C1CCOC1 (THF), C1CCOC1 (THF), CCOCC (ether). Isolated yield 99.8%. As a reaction SMILES: C[O:2][C:3]([C@H:5]1[CH2:10][CH2:9][C@H:8]([NH:11][C:12]([O:14][C:15]([CH3:18])([CH3:17])[CH3:16])=[O:13])[CH2:7][CH2:6]1)=O.[BH4-].[Li+].C([BH-](CC)CC)C.[Li+]>CCOCC.C1COCC1>[CH3:18][C:15]([O:14][C:12]([NH:11][CH:8]1[CH2:7][CH2:6][CH:5]([CH2:3][OH:2])[CH2:10][CH2:9]1)=[O:13])([CH3:16])[CH3:17] |f:1.2,3.4|. Run at time 24 hour.